Dataset: the Open Reaction Database (ORD), a public repository of structured organic reaction records. Task: describe an organic reaction: reactants, conditions, products, and yield The reactants are BrC1=C(N=C(N=N1)N)C1=CC=CC=C1 (6-bromo-5-phenyl-1,2,4-triazin-3-amine), ClC1=CC=C(C=C1)B(O)O (4-chlorophenylboronic acid). Yields the product ClC1=CC=C(C=C1)C1=C(N=C(N=N1)N)C1=CC=CC=C1 (6-(4-Chlorophenyl)-5-phenyl-1,2,4-triazin-3-amine). Yield: 55.3%. Reaction SMILES: Br[C:2]1[N:7]=[N:6][C:5]([NH2:8])=[N:4][C:3]=1[C:9]1[CH:14]=[CH:13][CH:12]=[CH:11][CH:10]=1.[Cl:15][C:16]1[CH:21]=[CH:20][C:19](B(O)O)=[CH:18][CH:17]=1>>[Cl:15][C:16]1[CH:21]=[CH:20][C:19]([C:2]2[N:7]=[N:6][C:5]([NH2:8])=[N:4][C:3]=2[C:9]2[CH:14]=[CH:13][CH:12]=[CH:11][CH:10]=2)=[CH:18][CH:17]=1. Procedure: 6-(4-Chlorophenyl)-5-phenyl-1,2,4-triazin-3-amine (125 mg, 56%) was prepared from 6-bromo-5-phenyl-1,2,4-triazin-3-amine (0.21 g, 0.80 mmol) and 4-chlorophenylboronic acid (0.12 g, 0.80 mmol) according to the general procedure of Example 1. The reactants are C(C1=CC=CC=C1)OC1=CC=C(OC(CC(=O)OCC)C)C=C1 (ethyl 3-(4-benzyloxyphenoxy)butyrate), [H][H] (hydrogen). The reagents and catalysts are [Pd] (palladium-on-charcoal). The solvent is C(C)O (ethanol). Product: OC1=CC=C(OC(CC(=O)OCC)C)C=C1 (ethyl 3-(4-hydroxyphenoxy)butyrate). Isolated yield 93.5%. Reaction SMILES: C([O:8][C:9]1[CH:23]=[CH:22][C:12]([O:13][CH:14]([CH3:21])[CH2:15][C:16]([O:18][CH2:19][CH3:20])=[O:17])=[CH:11][CH:10]=1)C1C=CC=CC=1.[H][H]>C(O)C.[Pd]>[OH:8][C:9]1[CH:10]=[CH:11][C:12]([O:13][CH:14]([CH3:21])[CH2:15][C:16]([O:18][CH2:19][CH3:20])=[O:17])=[CH:22][CH:23]=1. Reported procedure: To a solution of the product of step (i) (4.5 g) in absolute ethanol (200 ml) was added 10% palladium-on-charcoal catalyst (1.2 g) and the resulting suspension hydrogenated at ambient temperature and pressure until uptake of hydrogen ceased. The catalyst was removed by filtration through celite and the filtrate was concentrated in vacuo to give ethyl 3-(4-hydroxyphenoxy)butyrate as a low-melting crystalline solid (3.0 g) NMR (d6DMSO): δ1.25 (3H,t); 1.8-2.0 (2H,m); 2.5 (2H,t); 3.9 (2H,t); 4.1 (2H... The reactants are C(=O)([O-])[O-].[K+].[K+] (K2CO3), COC1=CC2=C(C(=NO2)C2=C(N(C3=CC(=CC=C23)OC(F)(F)F)S(=O)(=O)C2=CC=C(C=C2)C)C)C=C1 (6-Methoxy-3-[2-methyl-1-[(4-methylphenyl)sulfonyl]-6-(trifluoromethoxy)-1H-indol-3-yl]-1,2-benzisoxazole). Solvent: CO (methanol). The product is COC1=CC2=C(C(=NO2)C2=C(NC3=CC(=CC=C23)OC(F)(F)F)C)C=C1 (6-Methoxy-3-[2-methyl-6-(trifluoromethoxy)-1H-indol-3-yl]-1,2-benzisoxazole). Reaction SMILES: C([O-])([O-])=O.[K+].[K+].[CH3:7][O:8][C:9]1[CH:42]=[CH:41][C:12]2[C:13]([C:16]3[C:24]4[C:19](=[CH:20][C:21]([O:25][C:26]([F:29])([F:28])[F:27])=[CH:22][CH:23]=4)[N:18](S(C4C=CC(C)=CC=4)(=O)=O)[C:17]=3[CH3:40])=[N:14][O:15][C:11]=2[CH:10]=1>CO>[CH3:7][O:8][C:9]1[CH:42]=[CH:41][C:12]2[C:13]([C:16]3[C:24]4[C:19](=[CH:20][C:21]([O:25][C:26]([F:28])([F:27])[F:29])=[CH:22][CH:23]=4)[NH:18][C:17]=3[CH3:40])=[N:14][O:15][C:11]=2[CH:10]=1 |f:0.1.2|. Reported procedure: K2CO3 (3 eq) and 10 (2.5 g, 4.8 mmol) were heated to reflux in aqueous methanol for 2 hours at which time starting material had been consumed. The reaction mixture was concentrated, diluted with EtOAc and washed with brine. The organic layer was dried over Na2SO4 and concentrated. The residue was purified via flash chromatography eluding with 20% EtOAc/hexanes to provide the product as a pale green solid. Reactants: NC=1C(=NC=NC1Cl)Cl (5-amino-4,6-dichloropyrimidine), COC1=CC=C(CN)C=C1 (4-methoxybenzylamine), C(C)(C)N(CC)C(C)C (diisopropylethylamine). The solvent is C(C)O (ethanol). Yields the product NC=1C(=NC=NC1NCC1=CC=C(C=C1)OC)Cl (5-amino-4-chloro-6-(4-methoxybenzylamino)pyrimidine). Reaction SMILES: [NH2:1][C:2]1[C:3](Cl)=[N:4][CH:5]=[N:6][C:7]=1[Cl:8].[CH3:10][O:11][C:12]1[CH:19]=[CH:18][C:15]([CH2:16][NH2:17])=[CH:14][CH:13]=1.C(N(C(C)C)CC)(C)C>C(O)C>[NH2:1][C:2]1[C:7]([Cl:8])=[N:6][CH:5]=[N:4][C:3]=1[NH:17][CH2:16][C:15]1[CH:18]=[CH:19][C:12]([O:11][CH3:10])=[CH:13][CH:14]=1. Procedure details: Part A. A solution of 5-amino-4,6-dichloropyrimidine (24.6 g, 150 mmol), 4-methoxybenzylamine (20.0 mL, 150 mmol) and diisopropylethylamine (30.0 mL, 172 mmol) in ethanol (200 mL) was heated to ref lux for 4 days. After cooling, the solution was evaporated and the residue partitioned between water and ethyl acetate. The organic layer was washed with more water and brine, and the three aqueous phases were back-extracted in sequence with ethyl acetate. The extracts were combined, dried over sodium... The reactants are CC(C)(C)OC(=O)C=Cc1cnc2c(c1)CC(C)(C)C(=O)N2, ClCCl, O=C(O)C(F)(F)F. The product is CC1(C)Cc2cc(C=CC(=O)O)cnc2NC1=O. RXN SMILES: [CH3:1][C:2]1([CH3:22])[CH2:3][c:4]2[cH:5][c:6]([CH:13]=[CH:14][C:15](=[O:16])[O:17][C:18]([CH3:19])([CH3:20])[CH3:21])[cH:7][n:8][c:9]2[NH:10][C:11]1=[O:12].[Cl:30][CH2:31][Cl:32].[F:23][C:24]([F:25])([F:26])[C:27]([OH:28])=[O:29]>>[CH3:1][C:2]1([CH3:22])[CH2:3][c:4]2[cH:5][c:6]([CH:13]=[CH:14][C:15](=[O:16])[OH:17])[cH:7][n:8][c:9]2[NH:10][C:11]1=[O:12]. Reactants: O=[O+][O-] (Ozone), OC(\C=C\C1=CC=CC=C1)C1C(C(N(CC1)C(=O)OC(C)(C)C)C)=O (tert-Butyl 4-[(2E)-1-hydroxyl-3-phenylprop-2-enyl]-2-methyl-3-oxopiperidine-1-carboxylate). The solvent is CO (methanol), ClCCl (dichloromethane). Run at time 1 hour. Yields the product OC(C=O)C1C(C(N(CC1)C(=O)OC(C)(C)C)C)=O (tert-Butyl 4-(1-hydroxyl-2-oxoethyl)-2-methyl-3-oxopiperidine-1-carboxylate). RXN SMILES: [O:1]=[O+][O-].[OH:4][CH:5]([CH:14]1[CH2:19][CH2:18][N:17]([C:20]([O:22][C:23]([CH3:26])([CH3:25])[CH3:24])=[O:21])[CH:16]([CH3:27])[C:15]1=[O:28])/[CH:6]=C/C1C=CC=CC=1>CO.ClCCl>[OH:4][CH:5]([CH:14]1[CH2:19][CH2:18][N:17]([C:20]([O:22][C:23]([CH3:24])([CH3:25])[CH3:26])=[O:21])[CH:16]([CH3:27])[C:15]1=[O:28])[CH:6]=[O:1]. Procedure: Ozone gas was bubbled into a solution of 0.450 g (1.30 mmol) of tert-butyl 4-[(2E)-1-hydroxyl-3-phenylprop-2-enyl]-2-methyl-3-oxopiperidine-1-carboxylate (Step D) in 10 mL of methanol and 10 mL of dichloromethane at −78° C. until the solution turned blue. The reaction was quenched with dimethyl sulfide, warmed to ambient temperature, and stirred for 1 h. The mixture was concentrated in vacuo and purified by flash chromatography on a Biotage® system (silica gel, eluting with 20% ethyl acetate/hex... The reactants are COC(=O)C1=CC=C2C=CN(C2=C1)C (6-methoxycarbonyl-1-methylindole), BrC1=CC=C2C=CN(C2=C1)C (6-bromo-1-methylindole), 5g, [H-].C(C(C)C)[Al+]CC(C)C (diisobutyl aluminium hydride), solution. The solvent is O1CCCC1 (tetrahydrofuran), O (water), O1CCCC1 (tetrahydrofuran). Product: OCC1=CC=C2C=CN(C2=C1)C (6-Hydroxymethyl-1-methylindole). Reaction SMILES: C[O:2][C:3]([C:5]1[CH:13]=[C:12]2[C:8]([CH:9]=[CH:10][N:11]2[CH3:14])=[CH:7][CH:6]=1)=O.BrC1C=C2C(C=CN2C)=CC=1.[H-].C([Al+]CC(C)C)C(C)C>O1CCCC1.O>[OH:2][CH2:3][C:5]1[CH:13]=[C:12]2[C:8]([CH:9]=[CH:10][N:11]2[CH3:14])=[CH:7][CH:6]=1 |f:2.3|. Reported procedure: To a solution of 6-methoxycarbonyl-1-methylindole (prepared by the method of Example 1(b), but using 6-bromo-1-methylindole in place of 6-bromo-1-ethylindole, 5g) in tetrahydrofuran (30 ml) at −70° C. under a nitrogen atmosphere, was added diisobutyl aluminium hydride (66 ml of a 1.0M solution in tetrahydrofuran) dropwise with stirring. The solution was stirred at −70° C. for 15 mins then warmed to room temperature for 2 hours. The mixture was diluted with water (100 ml) and partitioned between ... The reactants are Nc1ccc(Br)c(F)c1, C=CC(=O)OC, CC(=O)[O-], CC(=O)[O-], Cc1ccccc1P(c1ccccc1C)c1ccccc1C, Cc1ccccc1, CCN(C(C)C)C(C)C, CN(C)C=O, [Pd+2]. Yields the product COC(=O)C=Cc1ccc(N)cc1F. Reaction SMILES: [Br:1][c:2]1[c:3]([F:9])[cH:4][c:5]([NH2:6])[cH:7][cH:8]1.[C:10]([CH:11]=[CH2:12])(=[O:13])[O:14][CH3:15].[C:59]([O-:60])(=[O:61])[CH3:62].[C:64]([O-:65])(=[O:66])[CH3:67].[CH3:16][c:17]1[cH:18][cH:19][cH:20][cH:21][c:22]1[P:23]([c:24]1[cH:25][cH:26][cH:27][cH:28][c:29]1[CH3:30])[c:31]1[cH:32][cH:33][cH:34][cH:35][c:36]1[CH3:37].[CH3:38][c:39]1[cH:40][cH:41][cH:42][cH:43][cH:44]1.[CH:50]([N:51]([CH2:52][CH3:53])[CH:54]([CH3:55])[CH3:56])([CH3:57])[CH3:58].[O:45]=[CH:46][N:47]([CH3:48])[CH3:49].[Pd+2:63]>>[c:2]1([CH:12]=[CH:11][C:10](=[O:13])[O:14][CH3:15])[c:3]([F:9])[cH:4][c:5]([NH2:6])[cH:7][cH:8]1. The reactants are CC(=O)O, CCO, CCOC(=O)CC(=O)c1ccc(Br)cc1C, OC1c2ccccc2Oc2ccccc21. Product: CCOC(=O)C(C(=O)c1ccc(Br)cc1C)C1c2ccccc2Oc2ccccc21. Reaction SMILES: [C:32]([OH:33])(=[O:34])[CH3:35].[CH2:36]([OH:37])[CH3:38].[CH3:1][c:2]1[c:3]([C:4](=[O:5])[CH2:6][C:7](=[O:8])[O:9][CH2:10][CH3:11])[cH:12][cH:13][c:14]([Br:16])[cH:15]1.[OH:17][CH:18]1[c:19]2[cH:20][cH:21][cH:22][cH:23][c:24]2[O:25][c:26]2[cH:27][cH:28][cH:29][cH:30][c:31]21>>[CH3:1][c:2]1[c:3]([C:4](=[O:5])[CH:6]([C:7](=[O:8])[O:9][CH2:10][CH3:11])[CH:18]2[c:19]3[cH:20][cH:21][cH:22][cH:23][c:24]3[O:25][c:26]3[cH:27][cH:28][cH:29][cH:30][c:31]32)[cH:12][cH:13][c:14]([Br:16])[cH:15]1.